From a dataset of the Open Reaction Database (ORD), a public repository of structured organic reaction records. describe an organic reaction: reactants, conditions, products, and yield Starting materials: O=C([O-])[O-], CC(C)=O, CCOC(=O)Cl, [K+], [K+], NCCCCO, O, O. The product is CCOC(=O)NCCCCO. Reaction SMILES: [C:1](=[O:2])([O-:3])[O-:4].[CH3:21][C:22]([CH3:23])=[O:24].[Cl:7][C:8](=[O:9])[O:10][CH2:11][CH3:12].[K+:5].[K+:6].[NH2:14][CH2:15][CH2:16][CH2:17][CH2:18][OH:19].[OH2:13].[OH2:20]>>[C:8](=[O:9])([O:10][CH2:11][CH3:12])[NH:14][CH2:15][CH2:16][CH2:17][CH2:18][OH:19].